From a dataset of the Open Reaction Database (ORD), a public repository of structured organic reaction records. describe an organic reaction: reactants, conditions, products, and yield Reactants: O (water), C(C1=CC=CC=C1)N1C(SC2=C1C=CC=C2)=N (3-benzyl-2-iminobenzothiazole), C(CCCCCCCCCCC)(=O)[O-].C(CCCCCCCCCCC)(=O)[O-].C(CCC)[Sn+2]CCCC (dibutyltin dilaurate), C1(CCCCC1)N=C=O (cyclohexyl isocyanate). The solvent is CC(=O)C (acetone). Run at time 7 hour. The product is C(C1=CC=CC=C1)N1C(SC2=C1C=CC=C2)=NC(NC2CCCCC2)=O (3-benzyl-2-[(N-cyclohexylcarbamoyl)-imino]benzothiazole). The yield is 73.1%. Reaction SMILES: [CH2:1]([N:8]1[C:12]2[CH:13]=[CH:14][CH:15]=[CH:16][C:11]=2[S:10][C:9]1=[NH:17])[C:2]1[CH:7]=[CH:6][CH:5]=[CH:4][CH:3]=1.C([O-])(=O)CCCCCCCCCCC.C([O-])(=O)CCCCCCCCCCC.C([Sn+2]CCCC)CCC.[CH:55]1([N:61]=[C:62]=[O:63])[CH2:60][CH2:59][CH2:58][CH2:57][CH2:56]1.O>CC(C)=O>[CH2:1]([N:8]1[C:12]2[CH:13]=[CH:14][CH:15]=[CH:16][C:11]=2[S:10][C:9]1=[N:17][C:62](=[O:63])[NH:61][CH:55]1[CH2:60][CH2:59][CH2:58][CH2:57][CH2:56]1)[C:2]1[CH:3]=[CH:4][CH:5]=[CH:6][CH:7]=1 |f:1.2.3|. Procedure details: To a solution of 1.8 g of 3-benzyl-2-iminobenzothiazole and a catalytic amount of dibutyltin dilaurate in 30 ml of acetone was added 0.95 g of cyclohexyl isocyanate dropwise. After seven hours, the reaction mixture was poured into approximately 100 ml of water. The crystals precipitated were collected by filtering to thereby obtain 2.0 g of the objective compound.